This data is from the Open Reaction Database (ORD), a public repository of structured organic reaction records. The task is: describe an organic reaction: reactants, conditions, products, and yield The reactants are [BH4-], CC(=O)OC1CCC2(C)C(=CCC3C4CCC(=O)C4(C)CCC32)C1, CCO, [Na+], O. The product is CC(=O)OC1CCC2(C)C(=CCC3C2CCC2(C)C(O)CCC32)C1. As a reaction SMILES: [BH4-:25].[C:1]([CH3:2])(=[O:3])[O:4][CH:5]1[CH2:6][C:7]2=[CH:8][CH2:9][CH:10]3[CH:11]4[CH2:12][CH2:13][C:14](=[O:24])[C:15]4([CH3:16])[CH2:17][CH2:18][CH:19]3[C:20]2([CH3:23])[CH2:21][CH2:22]1.[CH3:27][CH2:28][OH:29].[Na+:26].[OH2:30]>>[C:1]([CH3:2])(=[O:3])[O:4][CH:5]1[CH2:6][C:7]2=[CH:8][CH2:9][CH:10]3[CH:11]4[CH2:12][CH2:13][CH:14]([OH:24])[C:15]4([CH3:16])[CH2:17][CH2:18][CH:19]3[C:20]2([CH3:23])[CH2:21][CH2:22]1. The reactants are BrC=1C=NN2C1N=C(C=C2)N2C[C@H](CC2)NC(OC(C)(C)C)=O ((S)-tert-butyl (1-(3-bromopyrazolo[1,5-a]pyrimidin-5-yl)pyrrolidin-3-yl)carbamate), IC (Iodomethane), [H-].[Na+] (sodium hydride), oil. As a reaction SMILES: [Br:1][C:2]1[CH:3]=[N:4][N:5]2[CH:10]=[CH:9][C:8]([N:11]3[CH2:15][CH2:14][C@H:13]([NH:16][C:17](=O)OC(C)(C)C)[CH2:12]3)=[N:7][C:6]=12.IC.[H-].[Na+]>CN(C=O)C>[Br:1][C:2]1[CH:3]=[N:4][N:5]2[CH:10]=[CH:9][C:8]([N:11]3[CH2:15][CH2:14][C@H:13]([NH:16][CH3:17])[CH2:12]3)=[N:7][C:6]=12 |f:2.3|. Product: BrC=1C=NN2C1N=C(C=C2)N2C[C@H](CC2)NC ((S)-1-(3-bromopyrazolo[1,5-a]pyrimidin-5-yl)-N-methylpyrrolidin-3-amine). Procedure details: (S)-tert-butyl (1-(3-bromopyrazolo[1,5-a]pyrimidin-5-yl)pyrrolidin-3-yl)carbamate (3.6 g, 9.4 mmol) taken up in 15 mL DMF and cooled to 0° C. in an ice bath. Iodomethane (1.026 mL, 16.5 mmol) added and stirred 5 minutes. Then sodium hydride 60% in oil (754 mg, 18.8 mmol) was slowly added. Reaction stirred 5 minutes at 0° C. then removed from ice bath and stirred 30 minutes at room temperature. Reaction was quenched with ice then extracted with ethyl acetate 2×. Ethyl acetate fractions combined d... Solvent: CN(C)C=O (DMF). Isolated yield 97.7%. Run at temperature 0 celsius, time 5 minute. Starting materials: CC(=O)OC(C)=O, Cc1nc(C=O)cs1, CO, [Cl-], [Cl-], Cc1ncccc1-n1c(C)nc2ccc(F)cc2c1=O, [Na+], [Na+], O=C([O-])[O-], O, [Zn+2]. Product: Cc1nc(C=Cc2nc3ccc(F)cc3c(=O)n2-c2cccnc2C)cs1. Reaction SMILES: [CH3:21][C:22]([O:23][C:24](=[O:25])[CH3:26])=[O:27].[CH3:28][c:29]1[s:30][cH:31][c:32]([CH:34]=[O:35])[n:33]1.[CH3:46][OH:47].[Cl-:43].[Cl-:45].[F:1][c:2]1[cH:3][c:4]2[c:5](=[O:20])[n:6](-[c:13]3[c:14]([CH3:19])[n:15][cH:16][cH:17][cH:18]3)[c:7]([CH3:12])[n:8][c:9]2[cH:10][cH:11]1.[Na+:36].[Na+:37].[O-:38][C:39](=[O:40])[O-:41].[OH2:42].[Zn+2:44]>>[F:1][c:2]1[cH:3][c:4]2[c:5](=[O:20])[n:6](-[c:13]3[c:14]([CH3:19])[n:15][cH:16][cH:17][cH:18]3)[c:7]([CH:12]=[CH:34][c:32]3[cH:31][s:30][c:29]([CH3:28])[n:33]3)[n:8][c:9]2[cH:10][cH:11]1. Reactants: O=C([O-])O, COC1=CC(C)(OC)C=C(OC)C1(OC)OC, ClC(Cl)Cl, [Na+], O=S(=O)(O)O. Product: C=C1C=C(OC)C(OC)(OC)C(OC)=C1. As a reaction SMILES: [C:23](=[O:24])([O-:25])[OH:26].[CH3:6][O:7][C:8]1=[CH:9][C:10]([CH3:20])([O:21][CH3:22])[CH:11]=[C:12]([O:18][CH3:19])[C:13]1([O:14][CH3:15])[O:16][CH3:17].[CH:28]([Cl:29])([Cl:30])[Cl:31].[Na+:27].[S:1](=[O:2])(=[O:3])([OH:4])[OH:5]>>[CH3:6][O:7][C:8]1=[CH:9][C:10](=[CH2:20])[CH:11]=[C:12]([O:18][CH3:19])[C:13]1([O:14][CH3:15])[O:16][CH3:17]. Reactants: C(C)(=O)NCCC1=CC=C(C=C1)C1=CC=C(C=C1)O (4-(2-acetamido-ethyl)-4'-hydroxybiphenyl), BrC(C(=O)OCC)(C)C (ethyl 2-bromo-2-methyl-propionate). Product: CC(C(=O)OCC)(C)OC1=CC=C(C=C1)C1=CC=C(C=C1)CCNC(C)=O (Ethyl 2-Methyl-2-[4-(2-acetamido-ethyl)-biphenyl-4'-oxy]-propionate). The yield is 20.0%. As a reaction SMILES: [C:1]([NH:4][CH2:5][CH2:6][C:7]1[CH:12]=[CH:11][C:10]([C:13]2[CH:18]=[CH:17][C:16]([OH:19])=[CH:15][CH:14]=2)=[CH:9][CH:8]=1)(=[O:3])[CH3:2].Br[C:21]([CH3:28])([CH3:27])[C:22]([O:24][CH2:25][CH3:26])=[O:23]>>[CH3:27][C:21]([O:19][C:16]1[CH:15]=[CH:14][C:13]([C:10]2[CH:11]=[CH:12][C:7]([CH2:6][CH2:5][NH:4][C:1](=[O:3])[CH3:2])=[CH:8][CH:9]=2)=[CH:18][CH:17]=1)([CH3:28])[C:22]([O:24][CH2:25][CH3:26])=[O:23]. Reported procedure: Ethyl 2-Methyl-2-[4-(2-acetamido-ethyl)-biphenyl-4'-oxy]-propionate was prepared from 4-(2-acetamido-ethyl)-4'-hydroxybiphenyl and ethyl 2-bromo-2-methyl-propionate analogous to Example 1. Yield: 20% of theory; m.p. <20° C. The reactants are 26C, OC1(C(N(C=2C=C3C(=CC12)OCCO3)CC=3OC(=CC3)C(F)(F)F)=O)C3=CC1=C(OCCO1)C=C3O (8-hydroxy-8-(7-hydroxy-2,3-dihydrobenzo[b][1,4]dioxin-6-yl)-6-((5-(trifluoromethyl)furan-2-yl)methyl)-6,8-dihydro-2H-[1,4]dioxino[2,3-f]indol-7(3H)-one), OC1(C(N(C=2C=C3C(=CC12)OCCO3)CC=3OC(=CC3)C(F)(F)F)=O)C=3C(=CC1=C(CCO1)C3)O (8-hydroxy-8-(6-hydroxy-2,3-dihydrobenzofuran-5-yl)-6-((5-(trifluoromethyl)furan-2-yl)methyl)-6,8-dihydro-2H-[1,4]dioxino[2,3-f]indol-7(3H)-one). Yields the product OC=1C(=CC2=C(OCCO2)C1)C1C(N(C=2C=C3C(=CC12)OCCO3)CC=3OC(=CC3)C(F)(F)F)=O (8-(7-hydroxy-2,3-dihydro-1,4-benzodioxin-6-yl)-6-{[5-(trifluoromethyl)furan-2-yl]methyl}-2,3,6,8-tetrahydro-7H-[1,4]dioxino[2,3-f]indol-7-one). RXN SMILES: O[C:2]1([C:26]2[C:35]([OH:36])=[CH:34][C:29]3[O:30][CH2:31][CH2:32][O:33][C:28]=3[CH:27]=2)[C:10]2[CH:9]=[C:8]3[O:11][CH2:12][CH2:13][O:14][C:7]3=[CH:6][C:5]=2[N:4]([CH2:15][C:16]2[O:17][C:18]([C:21]([F:24])([F:23])[F:22])=[CH:19][CH:20]=2)[C:3]1=[O:25].OC1(C2C(O)=CC3OCCC=3C=2)C2C=C3OCCOC3=CC=2N(CC2OC(C(F)(F)F)=CC=2)C1=O>>[OH:36][C:35]1[C:26]([CH:2]2[C:10]3[CH:9]=[C:8]4[O:11][CH2:12][CH2:13][O:14][C:7]4=[CH:6][C:5]=3[N:4]([CH2:15][C:16]3[O:17][C:18]([C:21]([F:24])([F:23])[F:22])=[CH:19][CH:20]=3)[C:3]2=[O:25])=[CH:27][C:28]2[O:33][CH2:32][CH2:31][O:30][C:29]=2[CH:34]=1. Procedure: Following the procedure as described in PREPARATION 26C, and making non-critical variations using 8-hydroxy-8-(7-hydroxy-2,3-dihydrobenzo[b][1,4]dioxin-6-yl)-6-((5-(trifluoromethyl)furan-2-yl)methyl)-6,8-dihydro-2H-[1,4]dioxino[2,3-f]indol-7(3H)-one to replace 8-hydroxy-8-(6-hydroxy-2,3-dihydrobenzofuran-5-yl)-6-((5-(trifluoromethyl)furan-2-yl)methyl)-6,8-dihydro-2H-[1,4]dioxino[2,3-f]indol-7(3H)-one, 8-(7-hydroxy-2,3-dihydro-1,4-benzodioxin-6-yl)-6-{[5-(trifluoromethyl)furan-2-yl]methyl}-2,3,6,...